This data is from the Open Reaction Database (ORD), a public repository of structured organic reaction records. The task is: describe an organic reaction: reactants, conditions, products, and yield Starting materials: C(=O)C=1C=C(C(=O)OC)C=CC1O (methyl 3-formyl-4-hydroxybenzoate), C(C1=CC=CC=C1)Br (benzyl bromide), C(=O)([O-])[O-].[K+].[K+] (K2CO3). The solvent is CN(C)C=O (DMF). Reaction conditions: time 8 hour. The product is C(=O)C=1C=C(C(=O)OC)C=CC1OCC1=CC=CC=C1 (methyl 3-formyl-4-benzyloxybenzoate). As a reaction SMILES: [CH:1]([C:3]1[CH:4]=[C:5]([CH:10]=[CH:11][C:12]=1[OH:13])[C:6]([O:8][CH3:9])=[O:7])=[O:2].[CH2:14](Br)[C:15]1[CH:20]=[CH:19][CH:18]=[CH:17][CH:16]=1.C([O-])([O-])=O.[K+].[K+]>CN(C=O)C>[CH:1]([C:3]1[CH:4]=[C:5]([CH:10]=[CH:11][C:12]=1[O:13][CH2:14][C:15]1[CH:20]=[CH:19][CH:18]=[CH:17][CH:16]=1)[C:6]([O:8][CH3:9])=[O:7])=[O:2] |f:2.3.4|. Procedure details: To a solution of methyl 3-formyl-4-hydroxybenzoate (3.55 g, 19.7 mmol) in DMF (20 ml) was added benzyl bromide (3.70 g, 21.67 mmol) and K2CO3 (4.1 g, 29.6 mmol). The reaction was stirred at ambient temperature overnight and the solvent evaporated to dryness (at reduced pressure). The residue was partitioned between ethyl ether and water and the aqueous layer extracted a second time with ethyl ether. The organic extracts were combined, washed with brine, dried (MgSO4 ) and evaporated to give meth... Reactants: C24H21ClF3N5O, CC1=NC2=C(N1C1=C(C=C(C(=O)O)C=C1)C(F)(F)F)CCC2 (4-(2-methyl-5,6-dihydro-4H-cyclopentaimidazol-1-yl)-3-trifluoromethylbenzoic acid), C(C)(C)N(CC)C(C)C (diisopropylethylamine), ClC1=CC2=C(NC(=N2)[C@H](C)N)C=C1 ((1S)-1-(5-chloro-1H-benzimidazol-2-yl)ethylamine), ClCl (chlorine). Run in CN(C=O)C (dimethylformamide). Yields the product ClC1=CC2=C(NC(=N2)[C@H](C)NC(C2=CC(=C(C=C2)N2C(=NC3=C2CCC3)C)C(F)(F)F)=O)C=C1 (N-[(1S)-1-(5-chloro-1H-benzimidazol-2-yl)ethyl]-4-(2-methyl-5,6-dihydro-4H-cyclo-pentaimidazol-1-yl)-3-trifluoromethylbenzamide). Yield: 64.0%. Reaction SMILES: [CH3:1][C:2]1[N:6]([C:7]2[CH:15]=[CH:14][C:10]([C:11]([OH:13])=O)=[CH:9][C:8]=2[C:16]([F:19])([F:18])[F:17])[C:5]2[CH2:20][CH2:21][CH2:22][C:4]=2[N:3]=1.C(N(C(C)C)CC)(C)C.[Cl:32][C:33]1[CH:44]=[CH:43][C:36]2[NH:37][C:38]([C@@H:40]([NH2:42])[CH3:41])=[N:39][C:35]=2[CH:34]=1.ClCl>CN(C)C=O>[Cl:32][C:33]1[CH:44]=[CH:43][C:36]2[NH:37][C:38]([C@@H:40]([NH:42][C:11](=[O:13])[C:10]3[CH:14]=[CH:15][C:7]([N:6]4[C:5]5[CH2:20][CH2:21][CH2:22][C:4]=5[N:3]=[C:2]4[CH3:1])=[C:8]([C:16]([F:19])([F:17])[F:18])[CH:9]=3)[CH3:41])=[N:39][C:35]=2[CH:34]=1. Procedure details: Prepared analogously to Example 1d from 4-(2-methyl-5,6-dihydro-4H-cyclopentaimidazol-1-yl)-3-trifluoromethylbenzoic acid, PFTU, diisopropylethylamine, and (1S)-1-(5-chloro-1H-benzimidazol-2-yl)ethylamine in dimethylformamide. Yield: 64%; C24H21ClF3N5O (487.911); mass spectrum: (M−H)−=486/488 (chlorine isotope). Starting materials: O=C([O-])[O-], O=C(CNC1Cc2ccccc2C1)OCc1ccccc1, CCOC(C)=O, O=C(Cl)CCl, Cl, [K+], [K+]. The product is O=C(CN(C(=O)CCl)C1Cc2ccccc2C1)OCc1ccccc1. Reaction SMILES: [C:23](=[O:24])([O-:25])[O-:26].[CH2:2]([c:3]1[cH:4][cH:5][cH:6][cH:7][cH:8]1)[O:9][C:10]([CH2:11][NH:12][CH:13]1[CH2:14][c:15]2[cH:16][cH:17][cH:18][cH:19][c:20]2[CH2:21]1)=[O:22].[CH3:34][CH2:35][O:36][C:37](=[O:38])[CH3:39].[Cl:29][CH2:30][C:31](=[O:32])[Cl:33].[ClH:1].[K+:27].[K+:28]>>[CH2:2]([c:3]1[cH:4][cH:5][cH:6][cH:7][cH:8]1)[O:9][C:10]([CH2:11][N:12]([CH:13]1[CH2:14][c:15]2[cH:16][cH:17][cH:18][cH:19][c:20]2[CH2:21]1)[C:31]([CH2:30][Cl:29])=[O:32])=[O:22]. Starting materials: O.NN (Hydrazine monohydrate), SC1=NC(=CC(=N1)S)C (2,4-dimercapto-6-methylpyrimidine). The solvent is C(C)O (ethanol). The product is N(N)C1=NC(=NC(=C1)C)S (4-hydrazino-2-mercapto-6-methylpyrimidine). RXN SMILES: O.[NH2:2][NH2:3].[SH:4][C:5]1[N:10]=[C:9](S)[CH:8]=[C:7]([CH3:12])[N:6]=1>C(O)C>[NH:2]([C:9]1[CH:8]=[C:7]([CH3:12])[N:6]=[C:5]([SH:4])[N:10]=1)[NH2:3] |f:0.1|. Procedure: Hydrazine monohydrate (6.4 ml) was added dropwise to a suspension of 2,4-dimercapto-6-methylpyrimidine (7.0 g) in 100 ml of ethanol at room temperature, the mixture was refluxed for two hours, and the crystals formed upon cooling were collected by filtration and washed with 100 ml of ethanol, giving 6.4 g of the objective compound as yellow crystals. Starting materials: F[C@@H]1CN(CC1)C(=O)OC(C)(C)C (tert-butyl (3S)-3-fluoropyrrolidine-1-carboxylate), C(=O)(OC(C)(C)C)N1C[C@H](CC1)O (N-Boc-(S)-(+)-3-pyrrolidinol), COCCN(CCOC)S(F)(F)F ([bis(2-methoxyethyl)amino]sulfur trifluoride). Run in ClCCl (dichloromethane). Product: F[C@H]1CN(CC1)C(=O)OC(C)(C)C (tert-Butyl (3R)-3-fluoropyrrolidine-1-carboxylate). Reaction SMILES: [F:1][C@H:2]1[CH2:6][CH2:5][N:4]([C:7]([O:9][C:10]([CH3:13])([CH3:12])[CH3:11])=[O:8])[CH2:3]1.C(N1CC[C@H](O)C1)(OC(C)(C)C)=O.COCCN(S(F)(F)F)CCOC>ClCCl>[F:1][C@@H:2]1[CH2:6][CH2:5][N:4]([C:7]([O:9][C:10]([CH3:13])([CH3:12])[CH3:11])=[O:8])[CH2:3]1. Reported procedure: Prepare using the method of Intermediate 48 with N-Boc-(S)-(+)-3-pyrrolidinol (0.50 g, 2.67 mmol), [bis(2-methoxyethyl)amino]sulfur trifluoride (0.59 mL, 3.20 mmol) and anhydrous dichloromethane (4 mL) to give the title compound as a colourless oil (0.36 g): MS (m/e): 212 (M+23). Reactants: [Al+3], COc1ccccc1OC, [Cl-], [Cl-], [Cl-], Clc1ccccc1, Cl, Nc1ccccc1, O=C1C=CC(=O)O1, CCOS(=O)(=O)OCC. Yields the product COc1ccc(C(=O)C=CC(=O)Nc2ccccc2)cc1OC. As a reaction SMILES: [Al+3:18].[CH3:21][O:22][c:23]1[cH:24][cH:25][cH:26][cH:27][c:28]1[O:29][CH3:30].[Cl-:17].[Cl-:19].[Cl-:20].[Cl:39][c:40]1[cH:41][cH:42][cH:43][cH:44][cH:45]1.[ClH:31].[NH2:32][c:33]1[cH:34][cH:35][cH:36][cH:37][cH:38]1.[O:1]=[C:2]1[O:3][C:4](=[O:5])[CH:6]=[CH:7]1.[S:8]([O:9][CH2:10][CH3:11])([O:12][CH2:13][CH3:14])(=[O:15])=[O:16]>>[O:1]=[C:2]([CH:7]=[CH:6][C:4](=[O:5])[NH:32][c:33]1[cH:34][cH:35][cH:36][cH:37][cH:38]1)[c:26]1[cH:25][cH:24][c:23]([O:22][CH3:21])[c:28]([O:29][CH3:30])[cH:27]1.